From a dataset of the Open Reaction Database (ORD), a public repository of structured organic reaction records. describe an organic reaction: reactants, conditions, products, and yield The reactants are CC(C)(C)[Si](C)(C)OCCOCCBr, CN(C)C=O, [Cl-], [H-], [NH4+], [Na+], CC12CC(c3ccc(O)cc3)C3=C4CCC(=O)C=C4CCC3C1CCC2=O. Yields the product CC12CC(c3ccc(OCCOCCO[Si](C)(C)C(C)(C)C)cc3)C3=C4CCC(=O)C=C4CCC3C1CCC2=O. RXN SMILES: [Br:1][CH2:2][CH2:3][O:4][CH2:5][CH2:6][O:7][Si:8]([CH3:9])([CH3:10])[C:11]([CH3:12])([CH3:13])[CH3:14].[CH3:46][N:47]([CH3:48])[CH:49]=[O:50].[Cl-:44].[H-:42].[NH4+:45].[Na+:43].[OH:15][c:16]1[cH:17][cH:18][c:19]([CH:22]2[C:23]3=[C:24]4[CH2:25][CH2:26][C:27](=[O:41])[CH:28]=[C:29]4[CH2:30][CH2:31][CH:32]3[CH:33]3[CH2:34][CH2:35][C:36](=[O:40])[C:37]3([CH3:38])[CH2:39]2)[cH:20][cH:21]1>>[CH2:2]([CH2:3][O:4][CH2:5][CH2:6][O:7][Si:8]([CH3:9])([CH3:10])[C:11]([CH3:12])([CH3:13])[CH3:14])[O:15][c:16]1[cH:17][cH:18][c:19]([CH:22]2[C:23]3=[C:24]4[CH2:25][CH2:26][C:27](=[O:41])[CH:28]=[C:29]4[CH2:30][CH2:31][CH:32]3[CH:33]3[CH2:34][CH2:35][C:36](=[O:40])[C:37]3([CH3:38])[CH2:39]2)[cH:20][cH:21]1. Starting materials: CC(C)(C)OC(=O)N1CC(COS(C)(=O)=O)C1, COc1ccc2ccc(=O)[nH]c2c1, [H-], [Na+], CN(C)C=O. The product is COc1ccc2ccc(=O)n(CC3CN(C(=O)OC(C)(C)C)C3)c2c1. RXN SMILES: [C:16]([CH3:17])([CH3:18])([CH3:19])[O:20][C:21](=[O:22])[N:23]1[CH2:24][CH:25]([CH2:27][O:28][S:29]([CH3:30])(=[O:31])=[O:32])[CH2:26]1.[CH3:1][O:2][c:3]1[cH:4][cH:5][c:6]2[cH:7][cH:8][c:9](=[O:13])[nH:10][c:11]2[cH:12]1.[H-:15].[Na+:14].[O:33]=[CH:34][N:35]([CH3:36])[CH3:37]>>[CH3:1][O:2][c:3]1[cH:4][cH:5][c:6]2[cH:7][cH:8][c:9](=[O:13])[n:10]([CH2:27][CH:25]3[CH2:24][N:23]([C:21]([O:20][C:16]([CH3:17])([CH3:18])[CH3:19])=[O:22])[CH2:26]3)[c:11]2[cH:12]1. Starting materials: O=C(c1ncc[nH]1)c1ncc[nH]1, C1CCOC1, CNC1CCN(C)CC1, CC(C)Cn1ncc2cc(Oc3ccc(F)cc3)c(C(N)=O)cc21. The product is CC(C)Cn1ncc2cc(Oc3ccc(F)cc3)c(C(=O)N(C)C3CCN(C)CC3)cc21. As a reaction SMILES: [C:25]([c:26]1[nH:27][cH:28][cH:29][n:30]1)([c:31]1[nH:32][cH:33][cH:34][n:35]1)=[O:36].[CH2:46]1[O:47][CH2:48][CH2:49][CH2:50]1.[CH3:37][NH:38][CH:39]1[CH2:40][CH2:41][N:42]([CH3:45])[CH2:43][CH2:44]1.[F:1][c:2]1[cH:3][cH:4][c:5]([O:6][c:7]2[cH:8][c:9]3[cH:10][n:11][n:12]([CH2:19][CH:20]([CH3:21])[CH3:22])[c:13]3[cH:14][c:15]2[C:16](=[O:17])[NH2:18])[cH:23][cH:24]1>>[F:1][c:2]1[cH:3][cH:4][c:5]([O:6][c:7]2[cH:8][c:9]3[cH:10][n:11][n:12]([CH2:19][CH:20]([CH3:21])[CH3:22])[c:13]3[cH:14][c:15]2[C:16](=[O:17])[N:38]([CH3:37])[CH:39]2[CH2:40][CH2:41][N:42]([CH3:45])[CH2:43][CH2:44]2)[cH:23][cH:24]1. RXN SMILES: [CH2:1]([CH3:2])[O:3][C:4](=[O:5])[c:6]1[cH:7][n:8][n:9]([CH:15]2[CH2:16][CH2:17][CH2:18][CH2:19]2)[c:10]1[C:11]([F:12])([F:13])[F:14].[CH3:23][OH:24].[Li+:21].[OH-:22].[OH2:20]>>[O:3]=[C:4]([OH:5])[c:6]1[cH:7][n:8][n:9]([CH:15]2[CH2:16][CH2:17][CH2:18][CH2:19]2)[c:10]1[C:11]([F:12])([F:13])[F:14]. The product is O=C(O)c1cnn(C2CCCC2)c1C(F)(F)F. Reactants: CCOC(=O)c1cnn(C2CCCC2)c1C(F)(F)F, CO, [Li+], [OH-], O. Reactants: C(C)(C)(C)OC(NC1=C(C=C(C(=C1)C)C(F)(F)F)NC(CC(C1=CC(=CC=C1)C=1C=NC=NC1)=O)=O)=O ({5-methyl-2-[3-oxo-3-(3-pyrimidin-5-yl-phenyl)-propionylamino]-4-trifluoromethyl-phenyl}-carbamic acid tert-butyl ester), C(=O)(C(F)(F)F)O (TFA). The solvent is C(Cl)Cl (CH2Cl2). The product is CC1=CC2=C(NC(CC(=N2)C2=CC(=CC=C2)C=2C=NC=NC2)=O)C=C1C(F)(F)F (7-Methyl-4-(3-pyrimidin-5-yl-phenyl)-8-trifluoromethyl-1,3-dihydro-benzo[b][1,4]diazepin-2-one), solid. The yield is 76.0%. RXN SMILES: C(OC(=O)[NH:7][C:8]1[CH:13]=[C:12]([CH3:14])[C:11]([C:15]([F:18])([F:17])[F:16])=[CH:10][C:9]=1[NH:19][C:20](=[O:36])[CH2:21][C:22](=O)[C:23]1[CH:28]=[CH:27][CH:26]=[C:25]([C:29]2[CH:30]=[N:31][CH:32]=[N:33][CH:34]=2)[CH:24]=1)(C)(C)C.C(O)(C(F)(F)F)=O>C(Cl)Cl>[CH3:14][C:12]1[C:11]([C:15]([F:16])([F:17])[F:18])=[CH:10][C:9]2[NH:19][C:20](=[O:36])[CH2:21][C:22]([C:23]3[CH:28]=[CH:27][CH:26]=[C:25]([C:29]4[CH:34]=[N:33][CH:32]=[N:31][CH:30]=4)[CH:24]=3)=[N:7][C:8]=2[CH:13]=1. Procedure: The title compound was prepared from {5-methyl-2-[3-oxo-3-(3-pyrimidin-5-yl-phenyl)-propionylamino]-4-trifluoromethyl-phenyl}-carbamic acid tert-butyl ester (Example M89) (0.29 g, 0.56 mmol) by treatment with TFA in CH2Cl2 according to the general procedure N. Obtained as an off-white solid (170 mg, 76%). Starting materials: Cc1ccc2c(N3CCNC(C)C3)cccc2n1, Cc1ccc2c(N3CCN(CCc4cccc(N5CCNC5=O)c4)C(C)C3)cccc2n1, CS(=O)(=O)OCCc1cccc(N2CCOC2=O)c1, Cl, Cl. Product: Cc1ccc2c(N3CCN(CCc4cccc(N5CCOC5=O)c4)C(C)C3)cccc2n1. Reaction SMILES: [CH3:35][c:36]1[cH:37][cH:38][c:39]2[c:40]([cH:41][cH:42][cH:43][c:44]2[N:45]2[CH2:46][CH2:47][NH:48][CH:49]([CH3:50])[CH2:51]2)[n:52]1.[CH3:3][CH:4]1[N:5]([CH2:21][CH2:22][c:23]2[cH:24][c:25]([N:29]3[C:30](=[O:34])[NH:31][CH2:32][CH2:33]3)[cH:26][cH:27][cH:28]2)[CH2:6][CH2:7][N:8]([c:10]2[c:11]3[cH:12][cH:13][c:14]([CH3:20])[n:15][c:16]3[cH:17][cH:18][cH:19]2)[CH2:9]1.[CH3:53][S:54](=[O:55])([O:56][CH2:57][CH2:58][c:59]1[cH:60][cH:61][cH:62][c:63]([N:64]2[CH2:65][CH2:66][O:67][C:68]2=[O:69])[cH:70]1)=[O:71].[ClH:1].[ClH:2]>>[CH3:3][CH:4]1[N:5]([CH2:21][CH2:22][c:23]2[cH:24][c:25]([N:29]3[C:30](=[O:34])[O:55][CH2:32][CH2:33]3)[cH:26][cH:27][cH:28]2)[CH2:6][CH2:7][N:8]([c:10]2[c:11]3[cH:12][cH:13][c:14]([CH3:20])[n:15][c:16]3[cH:17][cH:18][cH:19]2)[CH2:9]1. Reactants: COC(=O)C1=C(C)NC(C)=C(C(=O)OCCOCCN2C(=O)c3ccccc3C2=O)C1c1cccc([N+](=O)[O-])c1, CCO, NN, O. Product: COC(=O)C1=C(C)NC(C)=C(C(=O)OCCOCCN)C1c1cccc([N+](=O)[O-])c1. As a reaction SMILES: [CH3:1][C:2]1=[C:7]([C:8](=[O:9])[O:10][CH3:11])[CH:6]([c:12]2[cH:13][c:14]([N+:18](=[O:19])[O-:20])[cH:15][cH:16][cH:17]2)[C:5]([C:21](=[O:22])[O:23][CH2:24][CH2:25][O:26][CH2:27][CH2:28][N:29]2[C:30](=[O:31])[c:32]3[cH:33][cH:34][cH:35][cH:36][c:37]3[C:38]2=[O:39])=[C:4]([CH3:40])[NH:3]1.[CH3:44][CH2:45][OH:46].[NH2:42][NH2:43].[OH2:41]>>[CH3:1][C:2]1=[C:7]([C:8](=[O:9])[O:10][CH3:11])[CH:6]([c:12]2[cH:13][c:14]([N+:18](=[O:19])[O-:20])[cH:15][cH:16][cH:17]2)[C:5]([C:21](=[O:22])[O:23][CH2:24][CH2:25][O:26][CH2:27][CH2:28][NH2:29])=[C:4]([CH3:40])[NH:3]1.